Dataset: the Open Reaction Database (ORD), a public repository of structured organic reaction records. Task: describe an organic reaction: reactants, conditions, products, and yield Product: C([C@@H]1[C@@H]2[C@@H]([C@H]([C@H](O1)O[C@@H]3[C@H](O[C@@H]([C@@H]([C@H]3O)O)O[C@@H]4[C@H](O[C@@H]([C@@H]([C@H]4O)O)O[C@@H]5[C@H](O[C@@H]([C@@H]([C@H]5O)O)O[C@@H]6[C@H](O[C@@H]([C@@H]([C@H]6O)O)O[C@@H]7[C@H](O[C@H](O2)[C@@H]([C@H]7O)O)CO)CO)CO)CO)CO)O)O)O.[N+](=O)(O)[O-] (α-cyclodextrin nitric acid). The reactants are C([C@@H]1[C@@H]2[C@@H]([C@H]([C@H](O1)O[C@@H]3[C@H](O[C@@H]([C@@H]([C@H]3O)O)O[C@@H]4[C@H](O[C@@H]([C@@H]([C@H]4O)O)O[C@@H]5[C@H](O[C@@H]([C@@H]([C@H]5O)O)O[C@@H]6[C@H](O[C@@H]([C@@H]([C@H]6O)O)O[C@@H]7[C@H](O[C@H](O2)[C@@H]([C@H]7O)O)CO)CO)CO)CO)CO)O)O)O (α-cyclodextrin), [N+](=O)(O)[O-] (nitric acid). Reaction SMILES: [CH2:1]([OH:66])[C@H:2]1[O:7][C@@H:6]2[O:8][C@H:9]3[C@H:14]([OH:15])[C@@H:13]([OH:16])[C@@H:12]([O:17][C@H:18]4[C@H:23]([OH:24])[C@@H:22]([OH:25])[C@@H:21]([O:26][C@H:27]5[C@H:32]([OH:33])[C@@H:31]([OH:34])[C@@H:30]([O:35][C@H:36]6[C@H:41]([OH:42])[C@@H:40]([OH:43])[C@@H:39]([O:44][C@H:45]7[C@H:51]([OH:52])[C@@H:50]([OH:53])[C@@H:48]([O:49][C@H:3]1[C@H:4]([OH:65])[C@H:5]2[OH:64])[O:47][C@@H:46]7[CH2:54][OH:55])[O:38][C@@H:37]6[CH2:56][OH:57])[O:29][C@@H:28]5[CH2:58][OH:59])[O:20][C@@H:19]4[CH2:60][OH:61])[O:11][C@@H:10]3[CH2:62][OH:63].[N+:67]([O-:70])([OH:69])=[O:68]>>[CH2:56]([OH:57])[C@H:37]1[O:38][C@@H:39]2[O:44][C@H:45]3[C@H:51]([OH:52])[C@@H:50]([OH:53])[C@@H:48]([O:49][C@H:3]4[C@H:4]([OH:65])[C@@H:5]([OH:64])[C@@H:6]([O:8][C@H:9]5[C@H:14]([OH:15])[C@@H:13]([OH:16])[C@@H:12]([O:17][C@H:18]6[C@H:23]([OH:24])[C@@H:22]([OH:25])[C@@H:21]([O:26][C@H:27]7[C@H:32]([OH:33])[C@@H:31]([OH:34])[C@@H:30]([O:35][C@H:36]1[C@H:41]([OH:42])[C@H:40]2[OH:43])[O:29][C@@H:28]7[CH2:58][OH:59])[O:20][C@@H:19]6[CH2:60][OH:61])[O:11][C@@H:10]5[CH2:62][OH:63])[O:7][C@@H:2]4[CH2:1][OH:66])[O:47][C@@H:46]3[CH2:54][OH:55].[N+:67]([O-:70])([OH:69])=[O:68] |f:2.3|. Reported procedure: 10 g of α-cyclodextrin is homogenized with 3 ml of 65% by weight nitric acid and the product thus obtained is dried in a vacuum exsiccator at ambient temperature. 10.8 g of the α-cyclodextrin-nitric acid inclusion complex are obtained which has a nitric acid content of 4.1% and the incorporation rate is 0.7 moles/mole. Reactants: [C-]#N.[K+] (potassium cyanide), C1COCCOCCOCCOCCOCCO1 (18-crown-6), ClCC=1N(C=C(C(C1)=O)OCC1=CC=CC=C1)CC1=CC=CC=C1 (2-(chloromethyl)-5-(phenylmethoxy)-1-(phenylmethyl)-4(1H)-pyridinone). Run in C(C)#N (acetonitrile). The product is C(#N)CC=1N(C=C(C(C1)=O)OCC1=CC=CC=C1)CC1=CC=CC=C1 (2-(Cyanomethyl)-5-(phenylmethoxy)-1-(phenylmethyl)-4(1H)-pyridinone). Isolated yield 27.7%. As a reaction SMILES: Cl[CH2:2][C:3]1[N:4]([CH2:18][C:19]2[CH:24]=[CH:23][CH:22]=[CH:21][CH:20]=2)[CH:5]=[C:6]([O:10][CH2:11][C:12]2[CH:17]=[CH:16][CH:15]=[CH:14][CH:13]=2)[C:7](=[O:9])[CH:8]=1.[C-:25]#[N:26].[K+].C1OCCOCCOCCOCCOCCOC1>C(#N)C>[C:25]([CH2:2][C:3]1[N:4]([CH2:18][C:19]2[CH:24]=[CH:23][CH:22]=[CH:21][CH:20]=2)[CH:5]=[C:6]([O:10][CH2:11][C:12]2[CH:17]=[CH:16][CH:15]=[CH:14][CH:13]=2)[C:7](=[O:9])[CH:8]=1)#[N:26] |f:1.2|. Procedure: To a suspension of 2.0 g (6 mmol) of 2-(chloromethyl)-5-(phenylmethoxy)-1-(phenylmethyl)-4(1H)-pyridinone in 20 ml of acetonitrile was added 3.9 g (60 mmol) of potassium cyanide and 0.1 g of 18-crown-6; the mixture was heated to reflux for 2.5 hours. The salts were filtered off by suction, and the filtrate was evaporated in vacuo. The resulting residue was purified by column chromatography on silica gel using ethyl acetate/methanol (8:2) as eluent; yielding 0.55 g of the title compound, melting ... Reactants: [BH4-], CCO, COCOc1ccc2ccc(C=O)nc2c1[N+](=O)[O-], ClC(Cl)Cl, [Na+]. The product is COCOc1ccc2ccc(CO)nc2c1[N+](=O)[O-]. As a reaction SMILES: [BH4-:1].[CH3:22][CH2:23][OH:24].[CH3:3][O:4][CH2:5][O:6][c:7]1[cH:8][cH:9][c:10]2[cH:11][cH:12][c:13]([CH:20]=[O:21])[n:14][c:15]2[c:16]1[N+:17](=[O:18])[O-:19].[CH:25]([Cl:26])([Cl:27])[Cl:28].[Na+:2]>>[CH3:3][O:4][CH2:5][O:6][c:7]1[cH:8][cH:9][c:10]2[cH:11][cH:12][c:13]([CH2:20][OH:21])[n:14][c:15]2[c:16]1[N+:17](=[O:18])[O-:19]. Reactants: CC(NP(=O)(Cc1ccccc1)Cc1ccccc1)C(=O)N1CCCC1C(=O)O, COC(=O)C(N)CO, CCOC(C)=O, Cl, CN(C)C=O, On1nnc2ccccc21. Yields the product COC(=O)C(CO)NC(=O)C1CCCN1C(=O)C(C)NP(=O)(Cc1ccccc1)Cc1ccccc1. RXN SMILES: [CH2:1]([c:2]1[cH:3][cH:4][cH:5][cH:6][cH:7]1)[P:8](=[O:9])([CH2:10][c:11]1[cH:12][cH:13][cH:14][cH:15][cH:16]1)[NH:17][CH:18]([CH3:19])[C:20](=[O:21])[N:22]1[CH:23]([C:24](=[O:25])[OH:26])[CH2:27][CH2:28][CH2:29]1.[CH3:41][O:42][C:43]([CH:44]([NH2:45])[CH2:46][OH:47])=[O:48].[CH3:49][CH2:50][O:51][C:52](=[O:53])[CH3:54].[ClH:40].[O:55]=[CH:56][N:57]([CH3:58])[CH3:59].[OH:30][n:31]1[c:32]2[c:33]([cH:34][cH:35][cH:36][cH:37]2)[n:38][n:39]1>>[CH2:1]([c:2]1[cH:3][cH:4][cH:5][cH:6][cH:7]1)[P:8](=[O:9])([CH2:10][c:11]1[cH:12][cH:13][cH:14][cH:15][cH:16]1)[NH:17][CH:18]([CH3:19])[C:20](=[O:21])[N:22]1[CH:23]([C:24](=[O:25])[NH:45][CH:44]([C:43]([O:42][CH3:41])=[O:48])[CH2:46][OH:47])[CH2:27][CH2:28][CH2:29]1. Starting materials: C1COCCO1, CC(=O)O, O=CCCCC(F)(F)F, O, O=[Se]=O. The product is O=CC(=O)CCC(F)(F)F. Reaction SMILES: [CH2:10]1[O:11][CH2:13][CH2:14][O:12][CH2:15]1.[CH3:20][C:21](=[O:22])[OH:23].[F:1][C:2]([CH2:3][CH2:4][CH2:5][CH:6]=[O:7])([F:8])[F:9].[OH2:19].[Se:16](=[O:17])=[O:18]>>[F:1][C:2]([CH2:3][CH2:4][C:5]([CH:6]=[O:7])=[O:12])([F:8])[F:9]. Starting materials: Intermediate 2, N1(C=NC2=C1C=CC=C2)C2=CC(=C(S2)C(=O)OC)O (methyl 5-(1H-benzimidazol-1-yl)-3-hydroxy-2-thiophenecarboxylate), ClC1=C(C=CC=C1O[Si](C)(C)C(C)(C)C)[C@H](C)O ((1S)-1-(2-chloro-3-{[(1,1-dimethylethyl)(dimethyl)silyl]oxy}-phenyl)ethanol), ClC1=C(C=CC=C1O[Si](C)(C)C(C)(C)C)[C@H](C)O ((1S)-1-(2-chloro-3-{[(1,1-dimethylethyl)(dimethyl)silyl]oxy}-phenyl)ethanol). Yields the product N1(C=NC2=C1C=CC=C2)C2=CC(=C(S2)C(=O)OC)O[C@H](C)C2=C(C(=CC=C2)O)Cl (Methyl 5-(1H-benzimidazol-1-yl)-3-{[(1R)-1-(2-chloro-3-hydroxyphenyl)ethyl]oxy}-2-thiophenecarboxylate). The yield is 73.3%. Reaction SMILES: [N:1]1([C:10]2[S:14][C:13]([C:15]([O:17][CH3:18])=[O:16])=[C:12]([OH:19])[CH:11]=2)[C:5]2[CH:6]=[CH:7][CH:8]=[CH:9][C:4]=2[N:3]=[CH:2]1.[Cl:20][C:21]1[C:26]([O:27][Si](C(C)(C)C)(C)C)=[CH:25][CH:24]=[CH:23][C:22]=1[C@@H:35](O)[CH3:36]>>[N:1]1([C:10]2[S:14][C:13]([C:15]([O:17][CH3:18])=[O:16])=[C:12]([O:19][C@@H:35]([C:22]3[CH:23]=[CH:24][CH:25]=[C:26]([OH:27])[C:21]=3[Cl:20])[CH3:36])[CH:11]=2)[C:5]2[CH:6]=[CH:7][CH:8]=[CH:9][C:4]=2[N:3]=[CH:2]1. Procedure details: Title compound (2.2 g) was prepared from methyl 5-(1H-benzimidazol-1-yl)-3-hydroxy-2-thiophenecarboxylate (J. Heterocyclic Chem., 1987, 24, 1301-1303) (1.9 g, 7.0 mmol) and (1S)-1-(2-chloro-3-{[(1,1-dimethylethyl)(dimethyl)silyl]oxy}phenyl)ethanol (Intermediate 17, 2.0 g, 7.0 mmol) using a procedure analogous to Intermediate 2, Step C. The reactants are C(C)OC(\C=C\N1C(N(C2=C1C=CC=C2)CC2=CC=CC1=CC=CC=C21)=O)=O ((E)-3-(3-Naphthalen-1-ylmethyl-2-oxo-2,3-dihydro-benzimidazol-1-yl)-acrylic acid ethyl ester), O([Na])C (NaOCH3), CN(C)C=O (DMF). Reaction conditions: temperature 60 celsius, time 2 hour. Yields the product COC(CC(=O)O)N1C(N(C2=C1C=CC=C2)CC2=CC=CC1=CC=CC=C21)=O (3-methoxy-3-[3-(1-naphthylmethyl)-2-oxo-2,3-dihydro-1H-benzimidazol-1-yl]propanoic acid). RXN SMILES: C(O[C:4](=[O:28])/[CH:5]=[CH:6]/[N:7]1[C:11]2[CH:12]=[CH:13][CH:14]=[CH:15][C:10]=2[N:9]([CH2:16][C:17]2[C:26]3[C:21](=[CH:22][CH:23]=[CH:24][CH:25]=3)[CH:20]=[CH:19][CH:18]=2)[C:8]1=[O:27])C.[O:29]([CH3:31])[Na].CN(C=[O:36])C>>[CH3:31][O:29][CH:6]([N:7]1[C:11]2[CH:12]=[CH:13][CH:14]=[CH:15][C:10]=2[N:9]([CH2:16][C:17]2[C:26]3[C:21](=[CH:22][CH:23]=[CH:24][CH:25]=3)[CH:20]=[CH:19][CH:18]=2)[C:8]1=[O:27])[CH2:5][C:4]([OH:28])=[O:36]. Procedure: To a solution of (E)-3-(3-Naphthalen-1-ylmethyl-2-oxo-2,3-dihydro-benzimidazol-1-yl)-acrylic acid ethyl ester (0.1 g, 0.27 mmol) in DMF (1 mL) was added NaOCH3 (1.1 mL, 0.5 M in MeOH). The reaction mixture was stirred at 60° C. for 2 h (due to poor solubility, the reaction was heated). The reaction mixture was concentrated. The reaction mixture was diluted with 1N HCl and then extracted with CH2Cl2. The organic phase was dried over Na2SO4 and concentrated. Since LCMS indicated that there was a s... Reactants: [H][H] (hydrogen), NC1=NC(=C2N=CN(C2=N1)CCC(CO)CO)Cl (2-[2-(2-amino-6-chloro-9H-purine-9-yl)-ethyl]-1,3-propanediol), C(C)(=O)OCC (ethyl acetate), C(C)O (ethanol). Reagents/catalysts: [Pd] (palladium charcoal). Solvent: steel, C(C)N(CC)CC (triethylamine). Reaction conditions: time 4 hour. Yields the product NC1=NC=C2N=CN(C2=N1)CCC(CO)CO (2-[2-(2-amino-9H-purine-9-yl)-ethyl]-1,3-propanediol). Isolated yield 82.0%. RXN SMILES: [NH2:1][C:2]1[N:10]=[C:9]2[C:5]([N:6]=[CH:7][N:8]2[CH2:11][CH2:12][CH:13]([CH2:16][OH:17])[CH2:14][OH:15])=[C:4](Cl)[N:3]=1.C(OCC)(=O)C.C(O)C.[H][H]>[Pd].C(N(CC)CC)C>[NH2:1][C:2]1[N:10]=[C:9]2[C:5]([N:6]=[CH:7][N:8]2[CH2:11][CH2:12][CH:13]([CH2:16][OH:17])[CH2:14][OH:15])=[CH:4][N:3]=1. Procedure details: The diol 4 (25 g, 9.2 mmol) was dissolved with a mixed solvent of ethyl acetate (200 ml) and ethanol (100 ml) in a 1 L steel autoclave. The palladium charcoal (5 g) and triethylamine (12 g) were added as well. The reaction mixture was kept at 55° C. under hydrogen pressure (0.8 Mpa) for 4 hours. The reaction was regarded as completed when no hydrogen intake was observed. The catalyst was removed by filtration after cooling down. The filtrate was concentrated by distillation under reduced pressur... Starting materials: OC1(CCN(CC1)CCC1=CC=C(C=C1)S(=O)(=O)C)CN(C1=CC=C(C(=O)O)C=C1)C (4-({4-hydroxy-1-[2-(4-methanesulfonylphenyl)ethyl]piperidin-4-ylmethyl}methylamino)benzoic acid), Cl (hydrochloric acid). Run in [OH-].[Na+] (sodium hydroxide). The product is Cl.OC1(CCN(CC1)CCC1=CC=C(C=C1)S(=O)(=O)C)CN(C1=CC=C(C(=O)O)C=C1)C (4-({4-hydroxy-1-[2-(4-methanesulfonylphenyl)ethyl]piperidin-4-ylmethyl}methylamino)benzoic acid monohydrochloride). As a reaction SMILES: [OH:1][C:2]1([CH2:20][N:21]([CH3:31])[C:22]2[CH:30]=[CH:29][C:25]([C:26]([OH:28])=[O:27])=[CH:24][CH:23]=2)[CH2:7][CH2:6][N:5]([CH2:8][CH2:9][C:10]2[CH:15]=[CH:14][C:13]([S:16]([CH3:19])(=[O:18])=[O:17])=[CH:12][CH:11]=2)[CH2:4][CH2:3]1.[ClH:32]>[OH-].[Na+]>[ClH:32].[OH:1][C:2]1([CH2:20][N:21]([CH3:31])[C:22]2[CH:23]=[CH:24][C:25]([C:26]([OH:28])=[O:27])=[CH:29][CH:30]=2)[CH2:7][CH2:6][N:5]([CH2:8][CH2:9][C:10]2[CH:11]=[CH:12][C:13]([S:16]([CH3:19])(=[O:17])=[O:18])=[CH:14][CH:15]=2)[CH2:4][CH2:3]1 |f:2.3,4.5|. Procedure: The compound (0.65 g) obtained in Step 3 of Example 27 was dissolved in an aqueous 0.4N sodium hydroxide solution (25 mL) and the pH was adjusted to 3 to 4 by using 3N hydrochloric acid at 5° C. and the residue was stirred at the same temperature for thirty minutes. The precipitate was collected by filtration and washed with cold water, and dried under reduced pressure to obtain the titled compound (0.61 g) as crystals. The reactants are CC1=C(C(NN1)=O)CC1=CC=C(C=C1)C1=NC=CC=C1 (5-methyl-4-{[4-(pyridin-2-yl)phenyl]methyl}-1,2-dihydro-3H-pyrazol-3-one), CC1=C(C(=NN1)O[C@H]1[C@](O)([C@@](O)([C@](O)([C@H](O1)C(O)C(C)=O)C(C)=O)C(C)=O)C(C)=O)CC1=CC=C(C=C1)C1=NC=CC=C1 (5-methyl-4-{[4-(pyridin-2-yl)phenyl]methyl}-3-(2,3,4,6-tetraacetyl-β-D-glucopyranosyloxy)-1H-pyrazole). Product: CC1=C(C(=NN1)O[C@H]1[C@](O)([C@@](O)([C@](O)([C@H](O1)C(O)C(C)=O)C(C)=O)C(C)=O)C(C)=O)CC1=CC=C(C=C1)C1=NC=CC=C1 (5-Methyl-4-{[4-(pyridin-2-yl)phenyl]methyl}-3-(2,3,4,6-tetraacetyl-β-D-glucopyranosyloxy)-1H-pyrazole), [C@@H]1([C@H](O)[C@@H](O)[C@H](O)[C@H](O1)CO)OC1=NNC(=C1CC1=CC=C(C=C1)C1=NC=CC=C1)C (3-(β-D-Glucopyranosyloxy)-5-methyl-4-{[4-(pyridin-2-yl)phenyl]methyl}-1H-pyrazole). Reaction SMILES: [CH3:1][C:2]1[NH:6][NH:5][C:4](=[O:7])[C:3]=1[CH2:8][C:9]1[CH:14]=[CH:13][C:12]([C:15]2[CH:20]=[CH:19][CH:18]=[CH:17][N:16]=2)=[CH:11][CH:10]=1.[CH3:21][C:22]1[NH:26][N:25]=[C:24]([O:27][C@@H:28]2[O:36][C@H:35]([CH:37]([C:39](=[O:41])[CH3:40])[OH:38])[C@@:33]([C:42](=[O:44])[CH3:43])([OH:34])[C@:31]([C:45](=[O:47])[CH3:46])([OH:32])[C@@:29]2([C:48](=[O:50])[CH3:49])[OH:30])[C:23]=1[CH2:51][C:52]1[CH:57]=[CH:56][C:55]([C:58]2[CH:63]=[CH:62][CH:61]=[CH:60][N:59]=2)=[CH:54][CH:53]=1>>[CH3:21][C:22]1[NH:26][N:25]=[C:24]([O:27][C@@H:28]2[O:36][C@H:35]([CH:37]([C:39](=[O:41])[CH3:40])[OH:38])[C@@:33]([C:42](=[O:44])[CH3:43])([OH:34])[C@:31]([C:45](=[O:47])[CH3:46])([OH:32])[C@@:29]2([C:48](=[O:50])[CH3:49])[OH:30])[C:23]=1[CH2:51][C:52]1[CH:57]=[CH:56][C:55]([C:58]2[CH:63]=[CH:62][CH:61]=[CH:60][N:59]=2)=[CH:54][CH:53]=1.[C@@H:28]1([O:7][C:4]2[C:3]([CH2:8][C:9]3[CH:14]=[CH:13][C:12]([C:15]4[CH:20]=[CH:19][CH:18]=[CH:17][N:16]=4)=[CH:11][CH:10]=3)=[C:2]([CH3:1])[NH:6][N:5]=2)[O:36][C@H:35]([CH2:37][OH:38])[C@@H:33]([OH:34])[C@H:31]([OH:32])[C@H:29]1[OH:30]. Procedure details: 5-Methyl-4-{[4-(pyridin-2-yl)phenyl]methyl}-3-(2,3,4,6-tetraacetyl-β-D-glucopyranosyloxy)-1H-pyrazole was prepared in a similar manner to that described in Example 4 using 5-methyl-4-{[4-(pyridin-2-yl)phenyl]methyl}-1,2-dihydro-3H-pyrazol-3-one instead of 5-methyl-4-[(4-cyclopropylphenyl)methyl]-1,2-dihydro-3H-pyrazol-3-one. Then the title compound was prepared in a similar manner to that described in Example 21 using 5-methyl-4-{[4-(pyridin-2-yl)phenyl]methyl}-3-(2,3,4,6-tetraacetyl-β-D-glucopy...